Dataset: the Open Reaction Database (ORD), a public repository of structured organic reaction records. Task: describe an organic reaction: reactants, conditions, products, and yield The reactants are ClC=1C=C(C=CC1Cl)C=1C(=NC=C(C(=O)NCC(C(F)(F)F)=O)C1)OCC(F)(F)F (5-(3,4-dichloro-phenyl)-6-(2,2,2-trifluoro-ethoxy)-N-(3,3,3-trifluoro-2-oxo-propyl)-nicotinamide), Cl.CON (O-methylhydroxylamine hydrochloride). Solvent: O (water), C(C)O (ethanol). Run at time 18 hour. Yields the product ClC=1C=C(C=CC1Cl)C=1C(=NC=C(C(=O)NC/C(/C(F)(F)F)=N/OC)C1)OCC(F)(F)F (5-(3,4-Dichloro-phenyl)-6-(2,2,2-trifluoro-ethoxy)-N-{3,3,3-trifluoro-2-[(Z)-methoxyimino]-propyl}-nicotinamide). Isolated yield 89.9%. Reaction SMILES: [Cl:1][C:2]1[CH:3]=[C:4]([C:9]2[C:10]([O:25][CH2:26][C:27]([F:30])([F:29])[F:28])=[N:11][CH:12]=[C:13]([CH:24]=2)[C:14]([NH:16][CH2:17][C:18](=O)[C:19]([F:22])([F:21])[F:20])=[O:15])[CH:5]=[CH:6][C:7]=1[Cl:8].Cl.[CH3:32][O:33][NH2:34]>C(O)C.O>[Cl:1][C:2]1[CH:3]=[C:4]([C:9]2[C:10]([O:25][CH2:26][C:27]([F:30])([F:28])[F:29])=[N:11][CH:12]=[C:13]([CH:24]=2)[C:14]([NH:16][CH2:17]/[C:18](=[N:34]/[O:33][CH3:32])/[C:19]([F:20])([F:21])[F:22])=[O:15])[CH:5]=[CH:6][C:7]=1[Cl:8] |f:1.2|. Procedure details: To a solution of 0.241 g 5-(3,4-dichloro-phenyl)-6-(2,2,2-trifluoro-ethoxy)-N-(3,3,3-trifluoro-2-oxo-propyl)-nicotinamide in ethanol was added 0.051 g O-methylhydroxylamine hydrochloride and the mixture was kept at ambient temperature for 18 h. The mixture was then heated to reflux for 4 h. The clear reaction mixture was diluted with ca 2 ml water and concentrated under aspirator vacuum whereby crystallisation occurred. The product was collected by filtration and washed with water and dried to c... Reactants: C(CC(=O)C(=O)OCC)(=O)OCC (diethyl oxalacetate), NC1=C(OC=C1)C=O (3-Amino-2-formylfuran), N(=[N+]=[N-])C1=C(OC=C1)C=O (3-azido-2-formylfuran), diethyl oxalactate. The reagents and catalysts are N1CCCCC1 (piperidine). Run in C(C)O (ethanol). Conditions: time 3 hour. The product is O1C=CC2=NC(=C(C=C21)C(=O)OCC)C(=O)OCC (Diethyl furo[3,2-b]pyridine-5,6-dicarboxylate). Isolated yield 24.0%. Reaction SMILES: [NH2:1][C:2]1[CH:6]=[CH:5][O:4][C:3]=1[CH:7]=O.N(C1C=COC=1C=O)=[N+]=[N-].[C:19]([O:29][CH2:30][CH3:31])(=[O:28])[CH2:20][C:21]([C:23]([O:25][CH2:26][CH3:27])=[O:24])=O>C(O)C.N1CCCCC1>[O:4]1[C:3]2[C:2](=[N:1][C:20]([C:19]([O:29][CH2:30][CH3:31])=[O:28])=[C:21]([C:23]([O:25][CH2:26][CH3:27])=[O:24])[CH:7]=2)[CH:6]=[CH:5]1. Procedure details: 3-Amino-2-formylfuran, prepared from 3-azido-2-formylfuran (8.9 g 0.065 mol) is dissolved in ethanol and to this solution diethyl oxalactate (12.23 g, 0.065 mol) and ten drops of piperidine are added. In addition pulverized 3 Å molecular sieve is added and the reaction stirred at 65°-60° C. for three hours, then additional diethyl oxalacetate (2.2 g) is added. The reaction is essentially complete after 12 hours at 55°-60° C. On cooling the reaction is filtered, and the filtrate concentrated and ...